Dataset: the Open Reaction Database (ORD), a public repository of structured organic reaction records. Task: describe an organic reaction: reactants, conditions, products, and yield Starting materials: CCN=C=NCCCN(C)C, CN(C)C=O, c1cc2[nH]ncc2cc1NC1CC2CCC(C1)N2, Cl, [Na+], O=C(O)CO, O=C([O-])O, On1nnc2ccccc21. Yields the product O=C(CO)N1C2CCC1CC(Nc1ccc3[nH]ncc3c1)C2. Reaction SMILES: [CH2:17]([N:18]=[C:19]=[N:20][CH2:21][CH2:22][CH2:23][N:24]([CH3:25])[CH3:26])[CH3:27].[CH3:51][N:52]([CH3:53])[CH:54]=[O:55].[CH:28]12[CH2:29][CH:30]([NH:36][c:37]3[cH:38][c:39]4[cH:40][n:41][nH:42][c:43]4[cH:44][cH:45]3)[CH2:31][CH:32]([CH2:33][CH2:34]1)[NH:35]2.[ClH:16].[Na+:46].[OH:1][CH2:2][C:3]([OH:4])=[O:5].[OH:47][C:48](=[O:49])[O-:50].[OH:6][n:7]1[c:8]2[cH:9][cH:10][cH:11][cH:12][c:13]2[n:14][n:15]1>>[OH:1][CH2:2][C:3](=[O:5])[N:35]1[CH:28]2[CH2:29][CH:30]([NH:36][c:37]3[cH:38][c:39]4[cH:40][n:41][nH:42][c:43]4[cH:44][cH:45]3)[CH2:31][CH:32]1[CH2:33][CH2:34]2.